From a dataset of the Open Reaction Database (ORD), a public repository of structured organic reaction records. describe an organic reaction: reactants, conditions, products, and yield Reactants: C(#N)C1=CC=C(C=CC=2C=NC=CC2)C=C1 (3(4-cyanostyryl) pyridine), C(C)O (ethanol), OS(=O)(=O)O (H2SO4), C([O-])(O)=O.[Na+] (sodium bicarbonate). Solvent: O (water). Reaction conditions: temperature 120 celsius. The product is C(C)OC(=O)C1=CC=C(C=CC=2C=NC=CC2)C=C1 (3(4-ETHOXYCARBONYL STYRYL) PYRIDINE). As a reaction SMILES: [C:1]([C:3]1[CH:16]=[CH:15][C:6]([CH:7]=[CH:8][C:9]2[CH:10]=[N:11][CH:12]=[CH:13][CH:14]=2)=[CH:5][CH:4]=1)#N.[CH2:17]([OH:19])[CH3:18].[OH:20]S(O)(=O)=O.C(=O)(O)[O-].[Na+]>O>[CH2:17]([O:19][C:1]([C:3]1[CH:16]=[CH:15][C:6]([CH:7]=[CH:8][C:9]2[CH:10]=[N:11][CH:12]=[CH:13][CH:14]=2)=[CH:5][CH:4]=1)=[O:20])[CH3:18] |f:3.4|. Procedure: To 3(4-cyanostyryl) pyridine (0.5 g) was added 95% ethanol (20ml) and conc. H2SO4 (1 ml). The reaction was then heated at 120°C for 22 hrs. The reaction mixture was cooled, diluted with water and basified using sodium bicarbonate. The product was extracted with ether. Mpt 98°C. Reactants: [F-].C(CCC)[N+](CCCC)(CCCC)CCCC (tetrabutylammonium fluoride), [Si](C)(C)(C(C)(C)C)OCC1=NC=C(C=C1)C(CC(C)C)=O (2-(tert-butyldimethylsilyloxymethyl)-5-(3-methyl-butyryl)-pyridine). Solvent: C1CCOC1 (THF). Reaction conditions: time 1 hour. The product is OCC1=NC=C(C=C1)C(CC(C)C)=O (2-Hydroxymethyl-5-(3-methyl-butyryl)-pyridine). The yield is 158.7%. As a reaction SMILES: [F-].C([N+](CCCC)(CCCC)CCCC)CCC.[Si]([O:26][CH2:27][C:28]1[CH:33]=[CH:32][C:31]([C:34](=[O:39])[CH2:35][CH:36]([CH3:38])[CH3:37])=[CH:30][N:29]=1)(C(C)(C)C)(C)C>C1COCC1>[OH:26][CH2:27][C:28]1[CH:33]=[CH:32][C:31]([C:34](=[O:39])[CH2:35][CH:36]([CH3:37])[CH3:38])=[CH:30][N:29]=1 |f:0.1|. Reported procedure: Add tetrabutylammonium fluoride (2.13 mL, 2.13 mmol, 1M solution in THF) to a solution of 2-(tert-butyldimethylsilyloxymethyl)-5-(3-methyl-butyryl)-pyridine (330 mg, 1.066 mmol) in anhydrous THF (20 mL) at 0° C. and stir at this temperature for 1 h. Concentrate the solvent in vacuo and purify the crude mixture by chromatography on silica gel eluting with EtOAc to provide the desired intermediate (327 mg, 100%). The reactants are Cl (hydrogen chloride), CN(CCCOC=1C=C2C(CC(NC2=CC1)=O)C1=CC=CC=C1)C (6-[3-(dimethylamino)propoxy]-3,4-dihydro-4-phenyl-2 (1H)-quinolinone), CCOCC (ether). Solvent: C(C)O (ethanol). The product is Cl.CN(CCCOC=1C=C2C(CC(NC2=CC1)=O)C1=CC=CC=C1)C (6-[3-(Dimethylamino)propoxy]-3,4-dihydro-4-phenyl-2 (1H)-quinolinone, hydrochloride). As a reaction SMILES: [CH3:1][N:2]([CH3:24])[CH2:3][CH2:4][CH2:5][O:6][C:7]1[CH:8]=[C:9]2[C:14](=[CH:15][CH:16]=1)[NH:13][C:12](=[O:17])[CH2:11][CH:10]2[C:18]1[CH:23]=[CH:22][CH:21]=[CH:20][CH:19]=1.[ClH:25].CCOCC>C(O)C>[ClH:25].[CH3:24][N:2]([CH3:1])[CH2:3][CH2:4][CH2:5][O:6][C:7]1[CH:8]=[C:9]2[C:14](=[CH:15][CH:16]=1)[NH:13][C:12](=[O:17])[CH2:11][CH:10]2[C:18]1[CH:19]=[CH:20][CH:21]=[CH:22][CH:23]=1 |f:4.5|. Reported procedure: A solution of 6-[3-(dimethylamino)propoxy]-3,4-dihydro-4-phenyl-2 (1H)-quinolinone (16.3g) in 30 ml of warm ethanol is stirred and treated dropwise with one equivalent of ethanolic hydrogen chloride. At 25° C, an equal volume of ether is added and the solution is seeded and cooled to give 13.3g of crystals. Crystallization from 200 ml of acetonitrile yields 12.0g of the title compound, melting point 182°-184° C. Procedure: A stirred mixture of 2,3-dichloroanisole (100 g., 0.565 mole) and isobutyryl chloride (66 g., 0.62 mole) in methylene chloride (400 ml.) is cooled to 5° C. and treated with aluminum chloride (83 g., 0.62 mole) during a 1 -hour period. The reaction mixture is allowed to warm to 25° C. and after 24 hours is poured into ice water (400 ml.) and hydrochloric acid (30 ml.). The organic phase is washed with 5% sodium hydroxide, water, dried over magnesium sulfate and distilled at reduced pressure affor... Reactants: ClC1=C(C=CC=C1Cl)OC (2,3-dichloroanisole), C(C(C)C)(=O)Cl (isobutyryl chloride), [Cl-].[Al+3].[Cl-].[Cl-] (aluminum chloride), ice water, Cl (hydrochloric acid). As a reaction SMILES: [Cl:1][C:2]1[C:7]([Cl:8])=[CH:6][CH:5]=[CH:4][C:3]=1[O:9][CH3:10].[C:11](Cl)(=[O:15])[CH:12]([CH3:14])[CH3:13].[Cl-].[Al+3].[Cl-].[Cl-].Cl>C(Cl)Cl>[Cl:8][C:7]1[C:2]([Cl:1])=[C:3]([O:9][CH3:10])[CH:4]=[CH:5][C:6]=1[C:11](=[O:15])[CH:12]([CH3:14])[CH3:13] |f:2.3.4.5|. The product is ClC1=C(C=CC(=C1Cl)OC)C(C(C)C)=O (2',3'-Dichloro-4'-methoxyisobutyrophenone). Solvent: C(Cl)Cl (methylene chloride). Conditions: temperature 5 celsius. Starting materials: CN(C)CCS, [H-], Nc1nc(Cl)nc2c1ncn2Cc1ccccc1, [Na+], CN(C)C=O. Product: CN(C)CCSc1nc(N)c2ncn(Cc3ccccc3)c2n1. RXN SMILES: [CH3:3][N:4]([CH2:5][CH2:6][SH:7])[CH3:8].[H-:1].[NH2:9][c:10]1[c:11]2[n:12][cH:13][n:14]([CH2:20][c:21]3[cH:22][cH:23][cH:24][cH:25][cH:26]3)[c:15]2[n:16][c:17]([Cl:19])[n:18]1.[Na+:2].[O:27]=[CH:28][N:29]([CH3:30])[CH3:31]>>[CH3:3][N:4]([CH2:5][CH2:6][S:7][c:17]1[n:16][c:15]2[c:11]([c:10]([NH2:9])[n:18]1)[n:12][cH:13][n:14]2[CH2:20][c:21]1[cH:22][cH:23][cH:24][cH:25][cH:26]1)[CH3:8]. Reactants: COC1=C(N)C=CC=C1 (2-methoxyaniline), FC(C(CC(C)=O)=O)(F)F (1,1,1-trifluoro-2,4-pentanedione). The solvent is C(C)OCC (ethyl ether). Conditions: temperature 102.5 celsius. Product: COC1=C(C=CC=C1)N=C(CC(C(F)(F)F)=O)C (4-[(2-Methoxyphenyl)imino]-1,1,1-trifluoro-2-pentanone), solid. Yield: 99.0%. Reaction SMILES: [CH3:1][O:2][C:3]1[CH:9]=[CH:8][CH:7]=[CH:6][C:4]=1[NH2:5].[F:10][C:11]([F:19])([F:18])[C:12](=[O:17])[CH2:13][C:14](=O)[CH3:15]>C(OCC)C>[CH3:1][O:2][C:3]1[CH:9]=[CH:8][CH:7]=[CH:6][C:4]=1[N:5]=[C:14]([CH3:15])[CH2:13][C:12](=[O:17])[C:11]([F:19])([F:18])[F:10]. Reported procedure: A mixture of 28.4 g (0.23 mol) of 2-methoxyaniline and 43.2 g (0.28 mol) of 1,1,1-trifluoro-2,4-pentanedione is prepared and heated at 100-105° C. for 1 h, with stirring. After cooling, the reaction mixture is redissolved in ethyl ether and the solution obtained is dried over sodium sulfate and then concentrated under reduced pressure to give 59.1 g of the expected product in the form of a beige solid (yield=99%). RXN SMILES: [C:1]([CH3:2])(=[O:3])[S:4][CH:5]1[CH:6]([NH:14][C:15]([C:16](=[N:17][O:18][CH3:19])[c:20]2[n:21][c:22]([NH:25][C:26](=[O:27])[CH2:28][Cl:29])[s:23][cH:24]2)=[O:30])[C:7](=[O:13])[N:8]1[S:9](=[O:10])(=[O:11])[O-:12].[CH3:32][S:33][C:34](=[S:35])[NH2:36].[Na+:31].[Na:37].[OH2:38]>>[C:1]([CH3:2])(=[O:3])[S:4][CH:5]1[CH:6]([NH:14][C:15]([C:16](=[N:17][O:18][CH3:19])[c:20]2[n:21][c:22]([NH2:25])[s:23][cH:24]2)=[O:30])[C:7](=[O:13])[N:8]1[S:9](=[O:10])(=[O:11])[O-:12].[Na+:31]. The reactants are CON=C(C(=O)NC1C(=O)N(S(=O)(=O)[O-])C1SC(C)=O)c1csc(NC(=O)CCl)n1, CSC(N)=S, [Na+], [Na], O. Yields the product CON=C(C(=O)NC1C(=O)N(S(=O)(=O)[O-])C1SC(C)=O)c1csc(N)n1, [Na+].